This data is from the Open Reaction Database (ORD), a public repository of structured organic reaction records. The task is: describe an organic reaction: reactants, conditions, products, and yield As a reaction SMILES: [C:1]([CH3:2])([CH3:3])([CH3:4])[O:5][C:6]([CH:7]([CH2:8][c:9]1[cH:10][cH:11][c:12]([OH:15])[cH:13][cH:14]1)[NH:16][C:17](=[O:18])[O:19][CH2:20][CH:21]1[c:22]2[cH:23][cH:24][cH:25][cH:26][c:27]2-[c:28]2[cH:29][cH:30][cH:31][cH:32][c:33]21)=[O:34].[n:35]1[cH:36][c:37]([CH2:41][OH:42])[cH:38][cH:39][cH:40]1>>[C:1]([CH3:2])([CH3:3])([CH3:4])[O:5][C:6]([CH:7]([CH2:8][c:9]1[cH:10][cH:11][c:12]([O:15][CH2:41][c:37]2[cH:36][n:35][cH:40][cH:39][cH:38]2)[cH:13][cH:14]1)[NH:16][C:17](=[O:18])[O:19][CH2:20][CH:21]1[c:22]2[cH:23][cH:24][cH:25][cH:26][c:27]2-[c:28]2[cH:29][cH:30][cH:31][cH:32][c:33]21)=[O:34]. Yields the product CC(C)(C)OC(=O)C(Cc1ccc(OCc2cccnc2)cc1)NC(=O)OCC1c2ccccc2-c2ccccc21. Reactants: CC(C)(C)OC(=O)C(Cc1ccc(O)cc1)NC(=O)OCC1c2ccccc2-c2ccccc21, OCc1cccnc1. Starting materials: C1CCOC1, COC(=O)c1ccccc1COc1ccc2c(c1)c(CC(N)=O)c(C)n2Cc1ccccc1, CCO, Cl, [Na+], [OH-]. The product is Cc1c(CC(N)=O)c2cc(OCc3ccccc3C(=O)O)ccc2n1Cc1ccccc1. As a reaction SMILES: [CH2:37]1[O:38][CH2:39][CH2:40][CH2:41]1.[CH3:1][O:2][C:3]([c:4]1[c:5]([CH2:10][O:11][c:12]2[cH:13][c:14]3[c:15]([CH2:29][C:30](=[O:31])[NH2:32])[c:16]([CH3:28])[n:17]([CH2:21][c:22]4[cH:23][cH:24][cH:25][cH:26][cH:27]4)[c:18]3[cH:19][cH:20]2)[cH:6][cH:7][cH:8][cH:9]1)=[O:33].[CH3:42][CH2:43][OH:44].[ClH:36].[Na+:35].[OH-:34]>>[O:2]=[C:3]([c:4]1[c:5]([CH2:10][O:11][c:12]2[cH:13][c:14]3[c:15]([CH2:29][C:30](=[O:31])[NH2:32])[c:16]([CH3:28])[n:17]([CH2:21][c:22]4[cH:23][cH:24][cH:25][cH:26][cH:27]4)[c:18]3[cH:19][cH:20]2)[cH:6][cH:7][cH:8][cH:9]1)[OH:33]. The reactants are O, ClC(Cl)=[SH]c1ccccc1, ONC1c2ccccc2Oc2ccccc21, c1ccncc1. Product: O=C(Sc1ccccc1)N(O)C1c2ccccc2Oc2ccccc21. RXN SMILES: [OH2:27].[c:1]1([SH:7]=[C:8]([Cl:9])[Cl:10])[cH:2][cH:3][cH:4][cH:5][cH:6]1.[cH:11]1[cH:12][cH:13][cH:14][c:15]2[c:24]1[CH:23]([NH:25][OH:26])[c:22]1[c:17]([cH:18][cH:19][cH:20][cH:21]1)[O:16]2.[cH:28]1[cH:29][cH:30][n:31][cH:32][cH:33]1>>[c:1]1([S:7][C:8]([N:25]([CH:23]2[c:22]3[c:17]([cH:18][cH:19][cH:20][cH:21]3)[O:16][c:15]3[cH:14][cH:13][cH:12][cH:11][c:24]32)[OH:26])=[O:27])[cH:2][cH:3][cH:4][cH:5][cH:6]1. Reactants: OCC1COC2=C(O1)C=CC=C2 (2-hydroxymethyl-1,4-benzodioxan), C(Cl)C1CO1 (epichlorohydrin). The product is C(C1CO1)OCC1CO1 (glycidyl ether). As a reaction SMILES: [OH:1][CH2:2][CH:3]1[O:8][C:7]2[CH:9]=CC=C[C:6]=2[O:5][CH2:4]1.C(C1OC1)Cl>>[CH2:6]([O:5][CH2:4][CH:3]1[O:1][CH2:2]1)[CH:7]1[O:8][CH2:9]1. Procedure details: The novel process involves reaction of a 2-hydroxymethyl-1,4-benzodioxan with epichlorohydrin to produce an intermediate glycidyl ether, which is then reacted with a primary amine to produce the final 3-amino-1-[(1,4-benzodioxan)-2-yl-methoxy]-2-propanol or an acid addition salt thereof. Reactants: C(C#C)O\N=C(/C)\C1=CC=C(C=C1)N1C(NNC1=O)=O ((E)-4-(4-(1-(prop-2-ynyloxyimino)ethyl)phenyl)-1,2,4-triazolidine-3,5-dione), SiO2 HNO3. Solvent: C(Cl)Cl (CH2Cl2). Reaction conditions: time 30 minute. Yields the product C(C#C)O\N=C(/C)\C1=CC=C(C=C1)N1C(N=NC1=O)=O ((E)-4-(4-(1-(prop-2-ynyloxyimino)ethyl)phenyl)-3H-1,2,4-triazole-3,5(4H)-dione). The yield is 52.5%. As a reaction SMILES: [CH2:1]([O:4]/[N:5]=[C:6](/[C:8]1[CH:13]=[CH:12][C:11]([N:14]2[C:18](=[O:19])[NH:17][NH:16][C:15]2=[O:20])=[CH:10][CH:9]=1)\[CH3:7])[C:2]#[CH:3]>C(Cl)Cl>[CH2:1]([O:4]/[N:5]=[C:6](/[C:8]1[CH:9]=[CH:10][C:11]([N:14]2[C:18](=[O:19])[N:17]=[N:16][C:15]2=[O:20])=[CH:12][CH:13]=1)\[CH3:7])[C:2]#[CH:3]. Procedure: To (E)-4-(4-(1-(prop-2-ynyloxyimino)ethyl)phenyl)-1,2,4-triazolidine-3,5-dione (I-6a: 46 mg, 0.169 mmol) in CH2Cl2 (1.69 mL) was added SiO2—HNO3 (100 mg). The mixture was stirred at room temperature for 30 minutes, filtered, concentrated in vacuo and dried to give (E)-4-(4-(1-(prop-2-ynyloxyimino)ethyl)phenyl)-3H-1,2,4-triazole-3,5(4H)-dione (24 mg, 53%) as a red solid. 1H NMR (400 MHz, CD3CN) δ ppm 2.31 (s, 3 H) 5.28 (s, 2 H) 7.38 (d, J=7.07 Hz, 1 H) 7.43 (t, J=7.20 Hz, 2 H) 7.46-7.54 (m, 4 H) ... As a reaction SMILES: [Cl:1][C:2]1[CH:7]=[C:6]([Cl:8])[C:5]([O:9][CH:10]([CH3:12])[CH3:11])=[CH:4][C:3]=1[N:13]1[C:18](=[O:19])[NH:17][C:16](=[O:20])[C:15]([CH3:21])=[N:14]1.[H-].[Na+].I[CH3:25]>CN(C)C=O>[Cl:1][C:2]1[CH:7]=[C:6]([Cl:8])[C:5]([O:9][CH:10]([CH3:12])[CH3:11])=[CH:4][C:3]=1[N:13]1[C:18](=[O:19])[N:17]([CH3:25])[C:16](=[O:20])[C:15]([CH3:21])=[N:14]1 |f:1.2|. The reactants are Compound 13, ClC1=C(C=C(C(=C1)Cl)OC(C)C)N1N=C(C(NC1=O)=O)C (2-[2,4-dichloro-5-(1-methylethoxy)phenyl]-6-methyl-1,2,4-triazine-3,5(2H,4H)-dione), [H-].[Na+] (sodium hydride), IC (iodomethane). Isolated yield 64.9%. Product: ClC1=C(C=C(C(=C1)Cl)OC(C)C)N1N=C(C(N(C1=O)C)=O)C (2-[2,4-dichloro-5-(1-methylethoxy)phenyl]-4,6-dimethyl-1,2,4-triazine-3,5(2H,4H)-dione). Reported procedure: In a manner similar to Example III, Step G, the reaction of 0.28 g (0.00085 mole) of 2-[2,4-dichloro-5-(1-methylethoxy)phenyl]-6-methyl-1,2,4-triazine-3,5(2H,4H)-dione with 0.037 g (0.00093 mole) of sodium hydride (60% in oil) and 0.13 g (0.00093 mole) of iodomethane in 10 mL of N,N-dimethylformamide produced 0.19 g of 2-[2,4-dichloro-5-(1-methylethoxy)phenyl]-4,6-dimethyl-1,2,4-triazine-3,5(2H,4H)-dione as a low melting solid, Compound 13 in the tables. Run in CN(C=O)C (N,N-dimethylformamide).